Dataset: the Open Reaction Database (ORD), a public repository of structured organic reaction records. Task: describe an organic reaction: reactants, conditions, products, and yield Product: CC(C)(C)OC(=O)N1CCC(Nc2cccc(C#N)c2)CC1. RXN SMILES: [Br:67][c:68]1[cH:69][c:70]([C:71]#[N:72])[cH:73][cH:74][cH:75]1.[C:47](=[O:48])([O-:49])[O-:50].[C:82]([O-:83])(=[O:84])[CH3:85].[C:87]([O-:88])(=[O:89])[CH3:90].[CH2:76]1[O:77][CH2:78][CH2:79][O:80][CH2:81]1.[Cs+:51].[Cs+:52].[NH2:53][CH:54]1[CH2:55][CH2:56][N:57]([C:60](=[O:61])[O:62][C:63]([CH3:64])([CH3:65])[CH3:66])[CH2:58][CH2:59]1.[Pd+2:86].[cH:1]1[cH:2][cH:3][c:4]([P:5]([c:6]2[cH:7][cH:8][c:9]3[c:10]([cH:11][cH:12][cH:13][cH:14]3)[c:15]2-[c:16]2[c:17]3[c:18]([cH:19][cH:20][cH:21][cH:22]3)[cH:23][cH:24][c:25]2[P:26]([c:27]2[cH:28][cH:29][cH:30][cH:31][cH:32]2)[c:33]2[cH:34][cH:35][cH:36][cH:37][cH:38]2)[c:39]2[cH:40][cH:41][cH:42][cH:43][cH:44]2)[cH:45][cH:46]1>>[NH:53]([CH:54]1[CH2:55][CH2:56][N:57]([C:60](=[O:61])[O:62][C:63]([CH3:64])([CH3:65])[CH3:66])[CH2:58][CH2:59]1)[c:68]1[cH:69][c:70]([C:71]#[N:72])[cH:73][cH:74][cH:75]1. Reactants: N#Cc1cccc(Br)c1, O=C([O-])[O-], CC(=O)[O-], CC(=O)[O-], C1COCCO1, [Cs+], [Cs+], CC(C)(C)OC(=O)N1CCC(N)CC1, [Pd+2], c1ccc(P(c2ccccc2)c2ccc3ccccc3c2-c2c(P(c3ccccc3)c3ccccc3)ccc3ccccc23)cc1. Reactants: [N+](=O)([O-])C=1C=C(C=C(C1)[N+](=O)[O-])C(F)(F)F (3,5-dinitrobenzotrifluoride), ammonium sulfide. Run in CCO (EtOH), O (water). Product: [N+](=O)([O-])C=1C=C(C=C(C1)C(F)(F)F)N (3-nitro-5-(trifluoromethyl)phenylamine). RXN SMILES: [N+:1]([C:4]1[CH:5]=[C:6]([C:13]([F:16])([F:15])[F:14])[CH:7]=[C:8]([N+:10]([O-:12])=[O:11])[CH:9]=1)([O-])=O.[NH4+]=S>CCO.O>[N+:10]([C:8]1[CH:9]=[C:4]([NH2:1])[CH:5]=[C:6]([C:13]([F:14])([F:15])[F:16])[CH:7]=1)([O-:12])=[O:11]. Reported procedure: To a solution of 3,5-dinitrobenzotrifluoride (10 g, 42 mmols, 1 eq.) in 150 mL of EtOH was added 17.6 mL (258.3 mmols, 6.15 eq.) of ammonium sulfide in water (50% by weight, Aldrich). The reaction was heated to reflux for 16 h during which time it became orange and a yellow precipitate formed. After cooling the volume was reduced to approximately 50 mL. The solid was removed by filtration and the filtrate evaporated to dryness in vacuo. The resulting orange solid was purified by column chromatog...